From a dataset of the Open Reaction Database (ORD), a public repository of structured organic reaction records. describe an organic reaction: reactants, conditions, products, and yield RXN SMILES: [CH3:1][O:2][c:3]1[c:4]([C:11]([CH2:12][N:13]2[CH:14]([c:18]3[cH:19][c:20]([O:24][CH2:25][CH2:26][CH2:27][N:28]4[CH2:29][CH2:30][CH2:31][CH2:32][CH2:33]4)[cH:21][cH:22][cH:23]3)[CH2:15][CH2:16][CH2:17]2)=[O:34])[cH:5][cH:6][c:7]([O:9][CH3:10])[cH:8]1.[CH3:36][OH:37].[Cl:38][CH2:39][Cl:40].[NH3:35]>>[CH3:1][O:2][c:3]1[c:4]([CH:11]2[CH2:12][N:13]3[CH:14]([CH2:15][CH2:16][CH2:17]3)[c:18]3[cH:19][c:20]([O:24][CH2:25][CH2:26][CH2:27][N:28]4[CH2:29][CH2:30][CH2:31][CH2:32][CH2:33]4)[cH:21][cH:22][c:23]32)[cH:5][cH:6][c:7]([O:9][CH3:10])[cH:8]1. Product: COc1ccc(C2CN3CCCC3c3cc(OCCCN4CCCCC4)ccc32)c(OC)c1. Reactants: COc1ccc(C(=O)CN2CCCC2c2cccc(OCCCN3CCCCC3)c2)c(OC)c1, CO, ClCCl, N.